From a dataset of the Open Reaction Database (ORD), a public repository of structured organic reaction records. describe an organic reaction: reactants, conditions, products, and yield The reactants are C(C)(C)(C)O[C@H](C(=O)OC)C1=C(C2=C(N=C(S2)C2=NC(=NC=C2)Cl)C=C1C)C1=CC=C(C=C1)Cl ((S)-methyl 2-tert-butoxy-2-(7-(4-chlorophenyl)-2-(2-chloropyrimidin-4-yl)-5-methylbenzo[d]thiazol-6-yl)acetate), CN([C@@H]1CNCC1)C ((S)—N,N-dimethylpyrrolidin-3-amine). Run in O1CCOCC1 (dioxane). Reaction conditions: time 30 minute. Yields the product C(C)(C)(C)O[C@H](C(=O)OC)C1=C(C2=C(N=C(S2)C2=NC(=NC=C2)N2C[C@H](CC2)N(C)C)C=C1C)C1=CC=C(C=C1)Cl ((S)-methyl 2-tert-butoxy-2-(7-(4-chlorophenyl)-2-(2-((S)-3-(dimethylamino)pyrrolidin-1-yl)pyrimidin-4-yl)-5-methylbenzo[d]thiazol-6-yl)acetate). Reaction SMILES: [C:1]([O:5][C@@H:6]([C:11]1[C:26]([CH3:27])=[CH:25][C:14]2[N:15]=[C:16]([C:18]3[CH:23]=[CH:22][N:21]=[C:20](Cl)[N:19]=3)[S:17][C:13]=2[C:12]=1[C:28]1[CH:33]=[CH:32][C:31]([Cl:34])=[CH:30][CH:29]=1)[C:7]([O:9][CH3:10])=[O:8])([CH3:4])([CH3:3])[CH3:2].[CH3:35][N:36]([CH3:42])[C@H:37]1[CH2:41][CH2:40][NH:39][CH2:38]1>O1CCOCC1>[C:1]([O:5][C@@H:6]([C:11]1[C:26]([CH3:27])=[CH:25][C:14]2[N:15]=[C:16]([C:18]3[CH:23]=[CH:22][N:21]=[C:20]([N:39]4[CH2:40][CH2:41][C@H:37]([N:36]([CH3:42])[CH3:35])[CH2:38]4)[N:19]=3)[S:17][C:13]=2[C:12]=1[C:28]1[CH:29]=[CH:30][C:31]([Cl:34])=[CH:32][CH:33]=1)[C:7]([O:9][CH3:10])=[O:8])([CH3:3])([CH3:4])[CH3:2]. Procedure details: To a solution of (S)-methyl 2-tert-butoxy-2-(7-(4-chlorophenyl)-2-(2-chloropyrimidin-4-yl)-5-methylbenzo[d]thiazol-6-yl)acetate (40 mg, 0.08 mmol) in dioxane (1 mL) was added (S)—N,N-dimethylpyrrolidin-3-amine (89 mg, 0.78 mmol) at room temperature. The reaction mixture was allowed to stir for an additional 30 minutes and then concentrated in vacuo to provide the desired product. LCMS-ESI+: calc'd for C31H37ClN5O3S: 594.2 (M+H+); Found: 594.4 (M+H+). The reactants are [Li]CCCC, CCCCCC, C(=Nc1ccncc1)c1ccccc1. Yields the product CCCCC(Nc1ccncc1)c1ccccc1. RXN SMILES: [CH2:1]([CH2:2][CH2:3][CH3:4])[Li:5].[CH3:20][CH2:21][CH2:22][CH2:23][CH2:24][CH3:25].[CH:6]([c:7]1[cH:8][cH:9][cH:10][cH:11][cH:12]1)=[N:13][c:14]1[cH:15][cH:16][n:17][cH:18][cH:19]1>>[CH2:1]([CH2:2][CH2:3][CH3:4])[CH:6]([c:7]1[cH:8][cH:9][cH:10][cH:11][cH:12]1)[NH:13][c:14]1[cH:15][cH:16][n:17][cH:18][cH:19]1.